From a dataset of the Open Reaction Database (ORD), a public repository of structured organic reaction records. describe an organic reaction: reactants, conditions, products, and yield The reactants are C(C)(C)(C)OC(=O)N1C(CCCC1)CCOC1=C(C(NC2=CC(=C(C=C12)C(N(C)OC)=O)Cl)=O)C1=CC(=CC(=C1)C)C (2-{2-[7-chloro-3-(3,5-dimethylphenyl)-6-(methoxy-methylcarbamoyl)-2-oxo-1,2-dihydroquinolin-4-yloxy]-ethyl}-piperidine-1-carboxylic acid tert-butyl ester), solution, [H-].[Al+3].[Li+].[H-].[H-].[H-] (lithium aluminum hydride). Reaction conditions: time 2 hour. Product: C(C)(C)(C)OC(=O)N1C(CCCC1)CCOC1=C(C(NC2=CC(=C(C=C12)C=O)Cl)=O)C1=CC(=CC(=C1)C)C (2-{2-[7-chloro-3-(3,5-dimethylphenyl)-6-formyl-2-oxo-1,2-dihydroquinolin-4-yloxy]-ethyl}-piperidine-1-carboxylic acid tert-butyl ester). Yield: 84.6%. RXN SMILES: [C:1]([O:5][C:6]([N:8]1[CH2:13][CH2:12][CH2:11][CH2:10][CH:9]1[CH2:14][CH2:15][O:16][C:17]1[C:26]2[C:21](=[CH:22][C:23]([Cl:33])=[C:24]([C:27](=[O:32])N(OC)C)[CH:25]=2)[NH:20][C:19](=[O:34])[C:18]=1[C:35]1[CH:40]=[C:39]([CH3:41])[CH:38]=[C:37]([CH3:42])[CH:36]=1)=[O:7])([CH3:4])([CH3:3])[CH3:2].[H-].[Al+3].[Li+].[H-].[H-].[H-]>>[C:1]([O:5][C:6]([N:8]1[CH2:13][CH2:12][CH2:11][CH2:10][CH:9]1[CH2:14][CH2:15][O:16][C:17]1[C:26]2[C:21](=[CH:22][C:23]([Cl:33])=[C:24]([CH:27]=[O:32])[CH:25]=2)[NH:20][C:19](=[O:34])[C:18]=1[C:35]1[CH:36]=[C:37]([CH3:42])[CH:38]=[C:39]([CH3:41])[CH:40]=1)=[O:7])([CH3:3])([CH3:2])[CH3:4] |f:1.2.3.4.5.6|. Reported procedure: To a solution of 2-{2-[7-chloro-3-(3,5-dimethylphenyl)-6-(methoxy-methylcarbamoyl)-2-oxo-1,2-dihydroquinolin-4-yloxy]-ethyl}-piperidine-1-carboxylic acid tert-butyl ester (1.18 g in dry tetrahydrofuran) was added 3.9 mL of a 1M solution of lithium aluminum hydride and the mixture stirred at room temperature. After 2 hours, the reaction was quenched by the addition of saturated ammonium chloride solution. The mixture was filtered through diatomaceous earth and the filtrate extracted with ethyl ac... Starting materials: N[C@H](CO)CC1CCCCC1 ((+)-(2S)-2-amino-3-cyclohexyl-1-propanol), C(C)(C)(C)N=C=S (tert-butyl isothiocyanate). The solvent is petroleum ether, C(C)O (ethanol). Reaction conditions: temperature 20 celsius, time 72 hour. Yields the product C(C)(C)(C)NC(=S)N[C@H](CO)CC1CCCCC1 (N-(tert-butyl)-N′-[(1S)-1-cyclohexylmethyl-2-hydroxyethyl]thiourea). As a reaction SMILES: [NH2:1][C@@H:2]([CH2:5][CH:6]1[CH2:11][CH2:10][CH2:9][CH2:8][CH2:7]1)[CH2:3][OH:4].[C:12]([N:16]=[C:17]=[S:18])([CH3:15])([CH3:14])[CH3:13]>C(O)C>[C:12]([NH:16][C:17]([NH:1][C@@H:2]([CH2:5][CH:6]1[CH2:11][CH2:10][CH2:9][CH2:8][CH2:7]1)[CH2:3][OH:4])=[S:18])([CH3:15])([CH3:14])[CH3:13]. Reported procedure: The process is performed as in Example 3, starting with 8.1 g of (+)-(2S)-2-amino-3-cyclohexyl-1-propanol and 9.8 cm3 of tert-butyl isothiocyanate in 79 cm3 of ethanol. The reaction medium is stirred for 72 hours at a temperature in the region of 20° C. After concentration of the reaction mass under reduced pressure (5 kPa) at a temperature in the region of 50° C., the oil obtained is taken up in 110 cm3 of cold petroleum ether. The crystals are filtered off and dried under reduced pressure (10 ...